The task is: describe an organic reaction: reactants, conditions, products, and yield. This data is from the Open Reaction Database (ORD), a public repository of structured organic reaction records. Starting materials: ClC1=CC=C(C(=O)C=2C=C(C(=O)NC3=CC=CC=C3)C=CN2)C=C1 (2-(4-Chlorobenzoyl)-isonicotinanilide), C(C(C)O)O (propylene glycol). Run in C(CO)O (ethylene glycol). The product is C1C(C)OC(C2=CC(=NC=C2)C(C2=CC=C(C=C2)Cl)=O)(NC2=CC=CC=C2)O1 (2-(4-Chlorobenzoyl)-isonicotinanilide propylene ketal). The yield is 80.0%. RXN SMILES: [Cl:1][C:2]1[CH:24]=[CH:23][C:5]([C:6]([C:8]2[CH:9]=[C:10]([CH:20]=[CH:21][N:22]=2)[C:11]([NH:13][C:14]2[CH:19]=[CH:18][CH:17]=[CH:16][CH:15]=2)=[O:12])=[O:7])=[CH:4][CH:3]=1.[CH2:25]([OH:29])[CH:26](O)[CH3:27]>C(O)CO>[CH2:25]1[O:29][C:11]([NH:13][C:14]2[CH:19]=[CH:18][CH:17]=[CH:16][CH:15]=2)([C:10]2[CH:20]=[CH:21][N:22]=[C:8]([C:6](=[O:7])[C:5]3[CH:23]=[CH:24][C:2]([Cl:1])=[CH:3][CH:4]=3)[CH:9]=2)[O:12][CH:26]1[CH3:27]. Reported procedure: 2-(4-Chlorobenzoyl)-isonicotinanilide (11 g) was treated as in Synthesis 16 except that ethylene glycol was replaced by propylene glycol. The titled compound was obtained in an amount of 10.5 g (yield: 80%). m.p. 125°-126° C.